From a dataset of the Open Reaction Database (ORD), a public repository of structured organic reaction records. describe an organic reaction: reactants, conditions, products, and yield The reactants are CC12CCC3(C#N)c4ccc(O)cc4CCC3C1CC(CC(=O)[O-])C2, O=C([O-])[O-], CO, [K+], [K+]. Product: CC12CCC3(C#N)c4ccc(O)cc4CCC3C1CC(O)C2. Reaction SMILES: [C:1](#[N:2])[C:3]12[c:4]3[cH:5][cH:6][c:7]([OH:25])[cH:8][c:9]3[CH2:10][CH2:11][CH:12]1[CH:13]1[CH2:14][CH:15]([CH2:21][C:22]([O-:23])=[O:24])[CH2:16][C:17]1([CH3:18])[CH2:19][CH2:20]2.[C:26]([O-:27])(=[O:28])[O-:29].[CH3:32][OH:33].[K+:30].[K+:31]>>[C:1](#[N:2])[C:3]12[c:4]3[cH:5][cH:6][c:7]([OH:25])[cH:8][c:9]3[CH2:10][CH2:11][CH:12]1[CH:13]1[CH2:14][CH:15]([OH:27])[CH2:16][C:17]1([CH3:18])[CH2:19][CH2:20]2. Starting materials: ClC1=CC(=CC(=N1)N[C@@H](C)C1=CC=C(C=C1)F)OCC1CC1 ((S)-6-chloro-4-(cyclopropylmethoxy)-N-[1-(4-fluorophenyl)ethyl]pyridine-2-amine), NC1=NC=CN=C1 (2-aminopyrazine), C1(CCCCC1)P(C1=C(C=CC=C1)C1=C(C=C(C=C1C(C)C)C(C)C)C(C)C)C1CCCCC1 (2-dicyclohexylphosphino-2′,4′,6′-triisopropylbiphenyl), CC(C)([O-])C.[Na+] (sodium t-butoxide), tris(dibenzylideneacetone)(chloroform)dipalladium. Run in O1CCOCC1 (1,4-dioxane), C(C)(=O)OCC (ethyl acetate). Reaction conditions: temperature 100 celsius, time 1.5 hour. The product is C1(CC1)COC1=CC(=NC(=C1)NC1=NC=CN=C1)N[C@@H](C)C1=CC=C(C=C1)F ((S)-4-(Cyclopropylmethoxy)-N2-[1-(4-fluorophenyl)ethyl]-N6-(pyrazin-2-yl)pyridine-2,6-diamine). The yield is 77.8%. Reaction SMILES: Cl[C:2]1[N:7]=[C:6]([NH:8][C@H:9]([C:11]2[CH:16]=[CH:15][C:14]([F:17])=[CH:13][CH:12]=2)[CH3:10])[CH:5]=[C:4]([O:18][CH2:19][CH:20]2[CH2:22][CH2:21]2)[CH:3]=1.[NH2:23][C:24]1[CH:29]=[N:28][CH:27]=[CH:26][N:25]=1.C1(P(C2CCCCC2)C2C=CC=CC=2C2C(C(C)C)=CC(C(C)C)=CC=2C(C)C)CCCCC1.CC(C)([O-])C.[Na+]>C(OCC)(=O)C.O1CCOCC1>[CH:20]1([CH2:19][O:18][C:4]2[CH:3]=[C:2]([NH:23][C:24]3[CH:29]=[N:28][CH:27]=[CH:26][N:25]=3)[N:7]=[C:6]([NH:8][C@H:9]([C:11]3[CH:16]=[CH:15][C:14]([F:17])=[CH:13][CH:12]=3)[CH3:10])[CH:5]=2)[CH2:22][CH2:21]1 |f:3.4|. Procedure details: 112 mg of (S)-6-chloro-4-(cyclopropylmethoxy)-N-[1-(4-fluorophenyl)ethyl]pyridine-2-amine, 43 mg of 2-aminopyrazine, 67 mg of 2-dicyclohexylphosphino-2′,4′,6′-triisopropylbiphenyl, 51 mg of sodium t-butoxide and 36 mg of tris(dibenzylideneacetone)(chloroform)dipalladium were added in turn to 2 ml of degassed 1,4-dioxane, and the mixture was stirred at 100° C. for 1.5 hours under argon atmosphere. The reaction solution was diluted with ethyl acetate. The solution was washed in turn with water and... Starting materials: C(C)(C)(C)OC([C@H](CNC(C1=CC=C(C=C1)OCCCCCl)=O)NS(=O)(=O)C1=CC=CC=C1)=O (4-(4-Chlorobutyloxy)benzoyl-2(S)-phenylsulfonylamino-β-alanine tert-butylester), N1CCOCC1 (morpholine), CN(C)C=O (DMF). Solvent: CCOC(=O)C (EtOAc). Yields the product C(C)(C)(C)OC([C@H](CN)NS(=O)(=O)C1=CC=CC=C1)=O (2(S)-phenylsulfonylamino-β-alanine tert-butyl ester). Reaction SMILES: [C:1]([O:5][C:6](=[O:34])[C@@H:7]([NH:24][S:25]([C:28]1[CH:33]=[CH:32][CH:31]=[CH:30][CH:29]=1)(=[O:27])=[O:26])[CH2:8][NH:9]C(=O)C1C=CC(OCCCCCl)=CC=1)([CH3:4])([CH3:3])[CH3:2].N1CCOCC1.CN(C=O)C>CCOC(C)=O>[C:1]([O:5][C:6](=[O:34])[C@@H:7]([NH:24][S:25]([C:28]1[CH:33]=[CH:32][CH:31]=[CH:30][CH:29]=1)(=[O:27])=[O:26])[CH2:8][NH2:9])([CH3:4])([CH3:2])[CH3:3]. Reported procedure: A stirring solution of 24-4 (500 mg, 1.0 mmol), morpholine (437 gL, 5.0 mmol), and DMF (5 mL) was heated at 80° C. for 20 hours. The cooled reaction mixture was diluted with EtOAc and then washed with H2O and brine, dried (MgSO4) and concentrated. Flash chromatography (silica, EtOAc) gave 24-5 as a yellow solid. TLC Rf 0.14 (silica, EtOAc); Starting materials: CN(C)C1CCCN(c2ccc(C(F)(F)F)cc2[N+](=O)[O-])C1, CO. Product: CN(C)C1CCCN(c2ccc(C(F)(F)F)cc2N)C1. Reaction SMILES: [CH3:1][N:2]([CH:3]1[CH2:4][N:5]([c:9]2[c:10]([N+:19]([O-:20])=[O:21])[cH:11][c:12]([C:15]([F:16])([F:17])[F:18])[cH:13][cH:14]2)[CH2:6][CH2:7][CH2:8]1)[CH3:22].[CH3:23][OH:24]>>[CH3:1][N:2]([CH:3]1[CH2:4][N:5]([c:9]2[c:10]([NH2:19])[cH:11][c:12]([C:15]([F:16])([F:17])[F:18])[cH:13][cH:14]2)[CH2:6][CH2:7][CH2:8]1)[CH3:22]. Starting materials: O (Water), ClN1NN(CC(=C1)Cl)Cl (1,3,5-Trichlorotriazine), CN(C=O)C (dimethylformamide), ClC=1C=CC=C2C=C(C(=NC12)C1=CC(=CC=C1)F)C(C)O (1-(8-chloro-2-(3-fluorophenyl)quinolin-3-yl)ethanol). Run in C(Cl)Cl (DCM), C(Cl)Cl (DCM). Conditions: time 4 hour. The product is ClC=1C=CC=C2C=C(C(=NC12)C1=CC(=CC=C1)F)C(C)Cl (8-chloro-3-(1-chloroethyl)-2-(3-fluorophenyl)quinoline). As a reaction SMILES: [Cl:1]N1C=C(Cl)CN(Cl)N1.CN(C)C=O.[Cl:15][C:16]1[CH:17]=[CH:18][CH:19]=[C:20]2[C:25]=1[N:24]=[C:23]([C:26]1[CH:31]=[CH:30][CH:29]=[C:28]([F:32])[CH:27]=1)[C:22]([CH:33](O)[CH3:34])=[CH:21]2.O>C(Cl)Cl>[Cl:15][C:16]1[CH:17]=[CH:18][CH:19]=[C:20]2[C:25]=1[N:24]=[C:23]([C:26]1[CH:31]=[CH:30][CH:29]=[C:28]([F:32])[CH:27]=1)[C:22]([CH:33]([Cl:1])[CH3:34])=[CH:21]2. Procedure: 1,3,5-Trichlorotriazine (94 mg, 510 μmol) was added to dimethylformamide (0.04 mL, 510 μmol) at 25° C. After the formation of a white solid (10 min), DCM (3 mL) was added, followed by 1-(8-chloro-2-(3-fluorophenyl)quinolin-3-yl)ethanol (140.0 mg, 464 μmol), made from procedure K. After the addition, the mixture was stirred at room temperature for 4 h. Water (10 mL) was added, and then diluted with DCM (10 mL), the organic phase was washed with 15 mL of a saturated solution of NaHCO3, followed by... Starting materials: [Br-], CON(C)C(=O)C(Cc1ccc(Cl)cc1)c1ccccc1, C[Mg+], C1CCOC1. The product is CC(=O)C(Cc1ccc(Cl)cc1)c1ccccc1. As a reaction SMILES: [Br-:22].[CH3:1][O:2][N:3]([C:4]([CH:5]([CH2:6][c:7]1[cH:8][cH:9][c:10]([Cl:13])[cH:11][cH:12]1)[c:14]1[cH:15][cH:16][cH:17][cH:18][cH:19]1)=[O:20])[CH3:21].[CH3:23][Mg+:24].[O:25]1[CH2:26][CH2:27][CH2:28][CH2:29]1>>[C:4]([CH:5]([CH2:6][c:7]1[cH:8][cH:9][c:10]([Cl:13])[cH:11][cH:12]1)[c:14]1[cH:15][cH:16][cH:17][cH:18][cH:19]1)(=[O:20])[CH3:23]. The reactants are C(C1=CC=CC=C1)C1CCN(CC1)CCCCNC(=O)C1=CC2=CN=C3C=CC=C(S1)N32 (N-[4-(4-benzylpiperidin-1-yl)butan-1-yl]-5-thia-1,8b-diazaacenaphthylene-4-carboxamide), Cl.CO (HCl methanol). The solvent is C(C)O (ethanol). Yields the product Cl.Cl.C(C1=CC=CC=C1)C1CCN(CC1)CCCCNC(=O)C1=CC2=CN=C3C=CC=C(S1)N32 (N-[4-(4-benzylpiperidin-1-yl)butan-1-yl]-5-thia-1,8b-diazaacenaphthylene-4-carboxamide Dihydrochloride). Reaction SMILES: [CH2:1]([CH:8]1[CH2:13][CH2:12][N:11]([CH2:14][CH2:15][CH2:16][CH2:17][NH:18][C:19]([C:21]2[S:31][C:30]3[N:32]4[C:23](=[CH:24][N:25]=[C:26]4[CH:27]=[CH:28][CH:29]=3)[CH:22]=2)=[O:20])[CH2:10][CH2:9]1)[C:2]1[CH:7]=[CH:6][CH:5]=[CH:4][CH:3]=1.[ClH:33].CO>C(O)C>[ClH:33].[ClH:33].[CH2:1]([CH:8]1[CH2:9][CH2:10][N:11]([CH2:14][CH2:15][CH2:16][CH2:17][NH:18][C:19]([C:21]2[S:31][C:30]3[N:32]4[C:23](=[CH:24][N:25]=[C:26]4[CH:27]=[CH:28][CH:29]=3)[CH:22]=2)=[O:20])[CH2:12][CH2:13]1)[C:2]1[CH:3]=[CH:4][CH:5]=[CH:6][CH:7]=1 |f:1.2,4.5.6|. Procedure details: To a solution of 2.00 g (4.48 mM) of N-[4-(4-benzylpiperidin-1-yl)butan-1-yl]-5-thia-1,8b-diazaacenaphthylene-4-carboxamide in ethanol (20 ml) was added 10 ml (40 mM) of 4N-HCl/methanol at room temperature and the mixture was stirred at room temperature for several minutes. After the solvent was distilled off under reduced pressure, diethyl ether was added to the residue and the mixture was cooled to 0° C. The resulting crystals were collected by filtration and rinsed with ethanol and diethyl et...